From a dataset of the Open Reaction Database (ORD), a public repository of structured organic reaction records. describe an organic reaction: reactants, conditions, products, and yield Run in CC#N (CH3CN). Product: BrC1=CC(=C(C=C1)C)C=CCCOC (4-Bromo-2-(4-methoxy-but-1-enyl)-1-methyl-benzene). Procedure details: The title compound is prepared analogously as described for the title B compound in Example 45 using (3-methoxy-propyl)-triphenyl-phosphonium bromide and 5-bromo-2-methyl-benzaldehyde (prepared in Example 48; containing 20% of 3-bromo-2-methyl-benzaldehyde): Rt (HPLC, Nucleosil C18, 10:90-100:0 CH3CN/H2O+0.1% TFA within 5 min, then 100% CH3CN+0.1% TFA): 6.60 min. Reactants: [Br-].COCCC[P+](C1=CC=CC=C1)(C1=CC=CC=C1)C1=CC=CC=C1 ((3-methoxy-propyl)-triphenyl-phosphonium bromide), BrC=1C=CC(=C(C=O)C1)C (5-bromo-2-methyl-benzaldehyde), CC#N.O (CH3CN H2O). Reaction SMILES: [Br-].[CH3:2][O:3][CH2:4][CH2:5][CH2:6][P+](C1C=CC=CC=1)(C1C=CC=CC=1)C1C=CC=CC=1.[Br:26][C:27]1[CH:28]=[CH:29][C:30]([CH3:35])=[C:31]([CH:34]=1)[CH:32]=O.CC#N.O>CC#N>[Br:26][C:27]1[CH:28]=[CH:29][C:30]([CH3:35])=[C:31]([CH:32]=[CH:6][CH2:5][CH2:4][O:3][CH3:2])[CH:34]=1 |f:0.1,3.4|. Starting materials: ClC1=C(C2=C(N=C(N2)C(F)(F)F)C(=C1Cl)Cl)S(=O)(=O)O (5,6,7-trichloro-2-trifluoromethylbenzimidazole-4-sulphonic acid), S(=O)(Cl)Cl (thionyl chloride). Solvent: CN(C=O)C (dimethylformamide). Run at temperature 80 celsius. Product: ClC1=C(C2=C(N=C(N2)C(F)(F)F)C(=C1Cl)Cl)S(=O)(=O)Cl (5,6,7-trichloro-2-trifluoromethylbenzimidazole-4-sulphonyl chloride). Yield: 91.0%. As a reaction SMILES: [Cl:1][C:2]1[C:14]([Cl:15])=[C:13]([Cl:16])[C:5]2[N:6]=[C:7]([C:9]([F:12])([F:11])[F:10])[NH:8][C:4]=2[C:3]=1[S:17]([OH:20])(=O)=[O:18].S(Cl)([Cl:23])=O>CN(C)C=O>[Cl:1][C:2]1[C:14]([Cl:15])=[C:13]([Cl:16])[C:5]2[N:6]=[C:7]([C:9]([F:12])([F:11])[F:10])[NH:8][C:4]=2[C:3]=1[S:17]([Cl:23])(=[O:20])=[O:18]. Procedure: The 5,6,7-trichloro-2-trifluoromethylbenzimidazole-4-sulphonic acid (155 parts) was added to a stirred mixture of thionyl chloride (770 parts) and dimethylformamide (24 parts). A vigorous effervescence took place, and when this had subsided the mixture was slowly heated to reflux temperature (80°C) and maintained at this temperature for three hours. The reaction mixture was then cooled and the solid crystals filtered off, washed with benzene (160 parts) and dried to give 5,6,7-trichloro-2-triflu...